This data is from the Open Reaction Database (ORD), a public repository of structured organic reaction records. The task is: describe an organic reaction: reactants, conditions, products, and yield Reaction SMILES: [C:35](=[O:36])([O-:37])[OH:38].[CH2:29]1[CH2:30][S:31][CH2:32][CH2:33][NH:34]1.[CH2:40]1[O:41][CH2:42][CH2:43][CH2:44]1.[Cl:1][CH2:2][c:3]1[cH:4][cH:5][c:6]([NH:9][C:10](=[O:11])[C:12]2=[CH:13][c:14]3[cH:15][c:16](-[c:22]4[cH:23][cH:24][c:25]([CH3:28])[cH:26][cH:27]4)[cH:17][cH:18][c:19]3[CH2:20][CH2:21]2)[cH:7][cH:8]1.[Na+:39]>>[CH2:2]([c:3]1[cH:4][cH:5][c:6]([NH:9][C:10](=[O:11])[C:12]2=[CH:13][c:14]3[cH:15][c:16](-[c:22]4[cH:23][cH:24][c:25]([CH3:28])[cH:26][cH:27]4)[cH:17][cH:18][c:19]3[CH2:20][CH2:21]2)[cH:7][cH:8]1)[N:34]1[CH2:29][CH2:30][S:31][CH2:32][CH2:33]1. Product: Cc1ccc(-c2ccc3c(c2)C=C(C(=O)Nc2ccc(CN4CCSCC4)cc2)CC3)cc1. The reactants are O=C([O-])O, C1CSCCN1, C1CCOC1, Cc1ccc(-c2ccc3c(c2)C=C(C(=O)Nc2ccc(CCl)cc2)CC3)cc1, [Na+]. Starting materials: ClC1=CC=C(C=C1)C(CN1N=CN=C1)(CCCC)N (2-(4-chlorophenyl)-1-(1,2,4-triazol-1-yl)-2-hexylamine), N,N-dimethylaminopyridine, C(C)(=O)OC(C)=O (acetic anhydride). Run in C1(=CC=CC=C1)C (toluene), C(Cl)Cl (methylene chloride). Yields the product ClC1=CC=C(C=C1)C(CN1N=CN=C1)(CCCC)NC(C)=O (N-[2-(4-Chlorophenyl)-1-(1,2,4-triazol-1-yl)-2-hexyl]acetamide). Isolated yield 32.0%. As a reaction SMILES: [Cl:1][C:2]1[CH:7]=[CH:6][C:5]([C:8]([NH2:19])([CH2:15][CH2:16][CH2:17][CH3:18])[CH2:9][N:10]2[CH:14]=[N:13][CH:12]=[N:11]2)=[CH:4][CH:3]=1.[C:20](OC(=O)C)(=[O:22])[CH3:21]>C(Cl)Cl.C1(C)C=CC=CC=1>[Cl:1][C:2]1[CH:7]=[CH:6][C:5]([C:8]([NH:19][C:20](=[O:22])[CH3:21])([CH2:15][CH2:16][CH2:17][CH3:18])[CH2:9][N:10]2[CH:14]=[N:13][CH:12]=[N:11]2)=[CH:4][CH:3]=1. Reported procedure: To a stirred, cooled (0° C.) solution of 0.54 g (1.94 mmols) of [2-(4-chlorophenyl)-1-(1,2,4-triazol-1-yl)-2-hexylamine and 0.02 g (0.15 mmols) of N,N-dimethylaminopyridine in 10 mL of methylene chloride under nitrogen was added dropwise 0.50 mL (5.28 mmols) of acetic anhydride. After 5 days the reaction was quenched with the addition of methanol and the solvents were removed to give a white solid. The solid was dissolved in toluene which was removed under reduced pressure to remove any acetic a... The reactants are ClC1=CC=C(C=C1)C=1SC=2C(N(CCC2N1)C1=CC(=C(C=C1)N1CCC(CC1)O[Si](C(C)C)(C(C)C)C(C)C)OC)=O (2-(4-chloro-phenyl)-5-[3-methoxy-4-(4-triisopropylsilanyloxy-piperidin-1-yl)-phenyl]-6,7-dihydro-5H-thiazolo[5,4-c]pyridin-4-one), [F-].C(C)(C)(C)[NH3+] (tert-butylammonium fluoride). Run in CCOC(=O)C (EtOAc), C1CCOC1 (THF). Reaction conditions: time 2 hour. The product is Cl.ClC1=CC=C(C=C1)C=1SC=2C(N(CCC2N1)C1=CC(=C(C=C1)N1CCC(CC1)O)OC)=O (2-(4-Chloro-phenyl)-5-[4-(4-hydroxy-piperidin-1-yl)-3-methoxy-phenyl]-6,7-dihydro-5H-thiazolo[5,4-c]pyridin-4-one, hydrochloride salt), base. The yield is 52.0%. As a reaction SMILES: [Cl:1][C:2]1[CH:7]=[CH:6][C:5]([C:8]2[S:9][C:10]3[C:11](=[O:42])[N:12]([C:17]4[CH:22]=[CH:21][C:20]([N:23]5[CH2:28][CH2:27][CH:26]([O:29][Si](C(C)C)(C(C)C)C(C)C)[CH2:25][CH2:24]5)=[C:19]([O:40][CH3:41])[CH:18]=4)[CH2:13][CH2:14][C:15]=3[N:16]=2)=[CH:4][CH:3]=1.[F-].C([NH3+])(C)(C)C>C1COCC1.CCOC(C)=O>[ClH:1].[Cl:1][C:2]1[CH:3]=[CH:4][C:5]([C:8]2[S:9][C:10]3[C:11](=[O:42])[N:12]([C:17]4[CH:22]=[CH:21][C:20]([N:23]5[CH2:28][CH2:27][CH:26]([OH:29])[CH2:25][CH2:24]5)=[C:19]([O:40][CH3:41])[CH:18]=4)[CH2:13][CH2:14][C:15]=3[N:16]=2)=[CH:6][CH:7]=1 |f:1.2,5.6|. Procedure details: Dissolve 2-(4-chloro-phenyl)-5-[3-methoxy-4-(4-triisopropylsilanyloxy-piperidin-1-yl)-phenyl]-6,7-dihydro-5H-thiazolo[5,4-c]pyridin-4-one (681 mg, 1.09 mmol) in THF (10 mL) then add tert-butylammonium fluoride (1.0 M solution in THF, 1.30 mL, 1.30 mmol). Stir the solution at room temperature for 2 h, then dilute with EtOAc (50 mL) and wash with 2N NH4Cl (20 mL). Concentrate the organic solution and purify the crude material by flash chromatography, using 8% MeOH (2N NH3)/CHCl3 as eluent, to give... The reactants are O=C1CN(CCC1)C(=O)OC(C)(C)C (tert-butyl 3-oxopiperidine-1-carboxylate), solution, CC(C)[Mg]Cl (2-propylmagnesium chloride), BrC1=CC=C2C(=NC=NN21)N (7-bromopyrrolo[2,1-f][1,2,4]triazin-4-amine), Cl[Si](C)(C)C (chlorotrimethylsilane), [Cl-].[NH4+] (ammonium chloride). Run in C1CCOC1 (THF), O1CCCC1 (tetrahydrofuran). Reaction conditions: time 3 hour. Yields the product NC1=NC=NN2C1=CC=C2C2(CN(CCC2)C(=O)OC(C)(C)C)O (tert-butyl 3-(4-aminopyrrolo[2,1-f][1,2,4]triazin-7-yl)-3-hydroxypiperidine-1-carboxylate). The yield is 42.9%. RXN SMILES: Br[C:2]1[N:10]2[C:5]([C:6]([NH2:11])=[N:7][CH:8]=[N:9]2)=[CH:4][CH:3]=1.Cl[Si](C)(C)C.CC([Mg]Cl)C.[O:22]=[C:23]1[CH2:28][CH2:27][CH2:26][N:25]([C:29]([O:31][C:32]([CH3:35])([CH3:34])[CH3:33])=[O:30])[CH2:24]1.[Cl-].[NH4+]>O1CCCC1>[NH2:11][C:6]1[C:5]2=[CH:4][CH:3]=[C:2]([C:23]3([OH:22])[CH2:28][CH2:27][CH2:26][N:25]([C:29]([O:31][C:32]([CH3:34])([CH3:33])[CH3:35])=[O:30])[CH2:24]3)[N:10]2[N:9]=[CH:8][N:7]=1 |f:4.5|. Procedure details: To a stirred suspension of 7-bromopyrrolo[2,1-f][1,2,4]triazin-4-amine (3.0 g, 14 mmol) in tetrahydrofuran (75 mL) was added chlorotrimethylsilane (4.5 mL, 35 mmol) dropwise. The reaction mixture was stirred at room temperature for 3 hours and a 2M solution of 2-propylmagnesium chloride in THF (37 mL, 74 mmol) was added dropwise. After 3 hours, tert-butyl 3-oxopiperidine-1-carboxylate (5.6 g, 28 mmol) was added in one portion. The mixture was stirred at room temperature overnight at which time L... The reactants are Nc1ccc2[nH]c(=O)c3ccccc3c2c1, O=C1CCC(=O)O1, C1COCCO1. The product is O=C(O)CCC(=O)Nc1ccc2[nH]c(=O)c3ccccc3c2c1. As a reaction SMILES: [NH2:1][c:2]1[cH:3][c:4]2[c:5]3[cH:6][cH:7][cH:8][cH:9][c:10]3[c:11](=[O:16])[nH:12][c:13]2[cH:14][cH:15]1.[O:17]=[C:18]1[CH2:19][CH2:20][C:21](=[O:22])[O:23]1.[O:24]1[CH2:25][CH2:26][O:27][CH2:28][CH2:29]1>>[NH:1]([c:2]1[cH:3][c:4]2[c:5]3[cH:6][cH:7][cH:8][cH:9][c:10]3[c:11](=[O:16])[nH:12][c:13]2[cH:14][cH:15]1)[C:21]([CH2:20][CH2:19][C:18](=[O:17])[OH:23])=[O:22]. The reactants are BrCC1CC1, O=C([O-])[O-], CC#N, CCOC(C)=O, Cc1ccccc1-c1cc(C2=CCNCC2)ncc1C(=O)N(C)Cc1cc(C(F)(F)F)cc(C(F)(F)F)c1, [K+], [K+]. The product is Cc1ccccc1-c1cc(C2=CCN(CC3CC3)CC2)ncc1C(=O)N(C)Cc1cc(C(F)(F)F)cc(C(F)(F)F)c1. Reaction SMILES: [Br:39][CH2:40][CH:41]1[CH2:42][CH2:43]1.[C:44](=[O:45])([O-:46])[O-:47].[CH3:50][C:51]#[N:52].[CH3:53][CH2:54][O:55][C:56](=[O:57])[CH3:58].[F:1][C:2]([c:3]1[cH:4][c:5]([CH2:6][N:7]([C:8](=[O:9])[c:10]2[c:11](-[c:22]3[c:23]([CH3:28])[cH:24][cH:25][cH:26][cH:27]3)[cH:12][c:13]([C:16]3=[CH:21][CH2:20][NH:19][CH2:18][CH2:17]3)[n:14][cH:15]2)[CH3:29])[cH:30][c:31]([C:33]([F:34])([F:35])[F:36])[cH:32]1)([F:37])[F:38].[K+:48].[K+:49]>>[F:1][C:2]([c:3]1[cH:4][c:5]([CH2:6][N:7]([C:8](=[O:9])[c:10]2[c:11](-[c:22]3[c:23]([CH3:28])[cH:24][cH:25][cH:26][cH:27]3)[cH:12][c:13]([C:16]3=[CH:21][CH2:20][N:19]([CH2:40][CH:41]4[CH2:42][CH2:43]4)[CH2:18][CH2:17]3)[n:14][cH:15]2)[CH3:29])[cH:30][c:31]([C:33]([F:34])([F:35])[F:36])[cH:32]1)([F:37])[F:38]. Reactants: FC(S(=O)(=O)OC1=NN(C2=C1C(=NC=C2Cl)OC)C2=C(C=CC=C2F)F)(F)F (7-chloro-1-(2,6-difluorophenyl)-4-methoxy-1H-pyrazolo[4,3-c]pyridin-3-yl trifluoromethanesulfonate), CC1(OB(OC1(C)C)C1=CC=C(OCC(=O)OCC)C=C1)C (ethyl (4-(4,4,5,5-tetramethyl-1,3,2-dioxaborolan-2-yl)phenoxy)acetate), (1,1′-bis(diphenylphosphino)ferrocene)dichloropalladium(II), C([O-])([O-])=O.[Cs+].[Cs+] (cesium carbonate). Solvent: CN(C)C=O (DMF), O (water), O (water). Conditions: temperature 90 celsius, time 8 hour. Yields the product ClC=1C2=C(C(=NC1)OC)C(=NN2C2=C(C=CC=C2F)F)C2=CC=C(OCC(=O)O)C=C2 ((4-(7-chloro-1-(2,6-difluorophenyl)-4-methoxy-1H-pyrazolo[4,3-c]pyridin-3-yl)phenoxy)acetic acid). The yield is 66.1%. RXN SMILES: FC(F)(F)S(O[C:7]1[C:11]2[C:12]([O:17][CH3:18])=[N:13][CH:14]=[C:15]([Cl:16])[C:10]=2[N:9]([C:19]2[C:24]([F:25])=[CH:23][CH:22]=[CH:21][C:20]=2[F:26])[N:8]=1)(=O)=O.CC1(C)C(C)(C)OB([C:37]2[CH:49]=[CH:48][C:40]([O:41][CH2:42][C:43]([O:45]CC)=[O:44])=[CH:39][CH:38]=2)O1.C(=O)([O-])[O-].[Cs+].[Cs+]>CN(C=O)C.O>[Cl:16][C:15]1[C:10]2[N:9]([C:19]3[C:24]([F:25])=[CH:23][CH:22]=[CH:21][C:20]=3[F:26])[N:8]=[C:7]([C:37]3[CH:49]=[CH:48][C:40]([O:41][CH2:42][C:43]([OH:45])=[O:44])=[CH:39][CH:38]=3)[C:11]=2[C:12]([O:17][CH3:18])=[N:13][CH:14]=1 |f:2.3.4|. Procedure: To a solution of 7-chloro-1-(2,6-difluorophenyl)-4-methoxy-1H-pyrazolo[4,3-c]pyridin-3-yl trifluoromethanesulfonate obtained in Step A of Example 152 (250 mg) in DMF (3 mL)/water (0.3 mL) were added ethyl (4-(4,4,5,5-tetramethyl-1,3,2-dioxaborolan-2-yl)phenoxy)acetate (241 mg), (1,1′-bis(diphenylphosphino)ferrocene)dichloropalladium(II) (23 mg) and cesium carbonate (367 mg). The reaction mixture was stirred overnight at 90° C. The reaction mixture was diluted with water, and the aqueous layer wa...